From a dataset of the Open Reaction Database (ORD), a public repository of structured organic reaction records. describe an organic reaction: reactants, conditions, products, and yield Reactants: (+)-norephedrine hydrochloride, C(C)SCC (diethyl sulfide), CSC (dimethyl sulfide), C(C)(C)C(=O)C1=CC=CC=C1 (phenyl isopropyl ketone), C[C@@H]([C@@H](C1=CC=CC=C1)O)N.Cl ((-)-norephedrine hydrochloride), COCCOCCOCCOC (triglyme), ClC1=C(C=CC(=C1)Cl)\C=C(/C(C(C)(C)C)=O)\N1N=CN=C1 ((E)-1-(2,4-dichlorophenyl)-2-(1,2,4-triazol-1-yl)-4,4-dimethyl-1-penten-3-one). Run in CN(C=O)C (dimethylformamide), ClCCCl (1,2-dichloroethane), ClC1=CC=CC=C1 (monochlorobenzene). Run at time 18.5 hour. The product is C1(=CC=CC=C1)C(C(C)C)O ((-)-phenylisobutyl alcohol). The yield is 97.2%. RXN SMILES: C[C@H](N)[C@H](O)C1C=CC=CC=1.Cl.COCCOCCOCCOC.CSC.C(SCC)C.ClC1C=C(Cl)C=CC=1/C=C(/N1C=NC=N1)\C(=O)C(C)(C)C.[CH:54]([C:57]([C:59]1[CH:64]=[CH:63][CH:62]=[CH:61][CH:60]=1)=[O:58])([CH3:56])[CH3:55]>ClCCCl.ClC1C=CC=CC=1.CN(C)C=O>[C:59]1([CH:57]([OH:58])[CH:54]([CH3:55])[CH3:56])[CH:64]=[CH:63][CH:62]=[CH:61][CH:60]=1 |f:0.1|. Procedure details: The same procedure as in Example 1 was repeated except that (+)-norephedrine hydrochloride was replaced by (-)-norephedrine hydrochloride, triglyme was replaced by 0.4 ml of dimethylformamide, dimethyl sulfide was replaced by diethyl sulfide, monochlorobenzene was replaced by 1,2-dichloroethane, (E)-1-(2,4-dichlorophenyl)-2-(1,2,4-triazol-1-yl)-4,4-dimethyl-1-penten-3-one was replaced by 0.27 g (1.85 mmoles) of phenyl isopropyl ketone, and the reduction reaction was conducted for 18.5 hours, to ... Starting materials: CN(C=CC(=O)C1=C(N=C(S1)N=CN(C)C)C)C (N′-[5-(3-dimethylamino-acryloyl)-4-methyl-thiazol-2-yl]-N,N-dimethyl-formamidine), [N+](=O)(O)[O-].CS(=O)(=O)C=1C=C(C=CC1)NC(=N)N (N-(3-methanesulfonyl-phenyl)-guanidine nitrate). The solvent is CC#N (MeCN). The product is NC=1SC(=C(N1)C)C1=NC(=NC=C1)NC1=CC(=CC=C1)S(=O)(=O)C ([4-(2-Amino-4-methyl-thiazol-5-yl)-pyrimidin-2-yl]-(3-methanesulfonyl-phenyl)-amine). RXN SMILES: CN(C)[CH:3]=[CH:4][C:5]([C:7]1[S:11][C:10]([N:12]=CN(C)C)=[N:9][C:8]=1[CH3:17])=O.[N+]([O-])(O)=O.[CH3:23][S:24]([C:27]1[CH:28]=[C:29]([NH:33][C:34]([NH2:36])=[NH:35])[CH:30]=[CH:31][CH:32]=1)(=[O:26])=[O:25]>CC#N>[NH2:12][C:10]1[S:11][C:7]([C:5]2[CH:4]=[CH:3][N:36]=[C:34]([NH:33][C:29]3[CH:30]=[CH:31][CH:32]=[C:27]([S:24]([CH3:23])(=[O:25])=[O:26])[CH:28]=3)[N:35]=2)=[C:8]([CH3:17])[N:9]=1 |f:1.2|. Procedure: By condensation of N′-[5-(3-dimethylamino-acryloyl)-4-methyl-thiazol-2-yl]-N,N-dimethyl-formamidine and N-(3-methanesulfonyl-phenyl)-guanidine nitrate. Yellow solid. Anal. RP-HPLC: tR=13.1 min (0-60% MeCN, purity >97%). 1H-NMR (DMSO-d6) δ: 2.55 (s, 3H, CH3), 3.19 (s, 3H, CH3), 6.97 (d, 1H, J=5.5 Hz, pyrimidinyl-H), 7.47 (m, 1H, Ph-H), 7.54 (t, 1H, J=7.5 Hz, Ph-H), 8.08 (m, 1H, Ph-H), 8.34 (brs, 1H, Ph-H), 8.40 (d, 1H, J=5.5 Hz, pyrimidinyl-H), 9.86 (sbr, 2H, NH2). MS (ESI+) m/z 362.38 [M+H]+ (C1... Reactants: C(C)(=O)OC1=CC=C(C=C)C=C1 (4-acetoxystyrene), [OH-].[K+] (potassium hydroxide), C(C)(C)(C)OC(=O)OC(=O)OC(C)(C)C (di-tertiary-butyl-dicarbonate). Reagents/catalysts: [OH-].[K+] (potassium hydroxide). Run in CO (methanol). Conditions: temperature 12 celsius. The product is C(C)(C)(C)OC(=O)OC1=CC=C(C=C)C=C1 (4-tertiarybutoxycarbonyloxystyrene). Yield: 83.2%. RXN SMILES: C(OC1[CH:12]=[CH:11][C:8]([CH:9]=[CH2:10])=[CH:7][CH:6]=1)(=O)C.[OH-].[K+].C(O[C:20]([O:22][C:23]([O:25][C:26]([CH3:29])([CH3:28])[CH3:27])=[O:24])=O)(C)(C)C>[OH-].[K+].CO>[C:26]([O:25][C:23]([O:22][C:20]1[CH:10]=[CH:9][C:8]([CH:11]=[CH2:12])=[CH:7][CH:6]=1)=[O:24])([CH3:27])([CH3:28])[CH3:29] |f:1.2,4.5|. Reported procedure: A solution comprising 2.4 grams of potassium hydroxide, 201 grams 4-acetoxystyrene and 500 grams of methanol was heated at reflux for 2.2 hours. The reaction was cooled to 12° C. and 64 grams potassium hydroxide pellets were added over a period of 10 minutes. After warming to 25° C., 314 grams di-tertiary-butyl-dicarbonate was introduced over a period of one hour. After an additional 2.3 hours of reaction time, the reaction slurry was washed with water and extracted with ethyl acetate. The ethyl... The reactants are [OH-].[Na+] (sodium hydroxide), O (water), [OH-].[Na+] (sodium hydroxide), ClCCOC1N(C(C2=CC=CC=C12)=O)C1=CC=CC=C1 (3-(2-chloroethoxy)-2-phenyl-isoindolin-1-one), solution, Cl (hydrogen chloride). Solvent: CC(=O)C (acetone), C(C)(C)N (isopropylamine), C(C)OCC (diethyl ether). Yields the product Cl.C(C)(C)NCCOC1N(C(C2=CC=CC=C12)=O)C1=CC=CC=C1 (3-(2-isopropylaminoethoxy)-2-phenyl-isoindolin-1-one hydrochloride). As a reaction SMILES: [Cl:1][CH2:2][CH2:3][O:4][CH:5]1[C:13]2[C:8](=[CH:9][CH:10]=[CH:11][CH:12]=2)[C:7](=[O:14])[N:6]1[C:15]1[CH:20]=[CH:19][CH:18]=[CH:17][CH:16]=1.O.[OH-].[Na+].Cl>C(N)(C)C.CC(C)=O.C(OCC)C>[ClH:1].[CH:15]([NH:6][CH2:2][CH2:3][O:4][CH:5]1[C:13]2[C:8](=[CH:9][CH:10]=[CH:11][CH:12]=2)[C:7](=[O:14])[N:6]1[C:15]1[CH:20]=[CH:19][CH:18]=[CH:17][CH:16]=1)([CH3:20])[CH3:16] |f:2.3,8.9|. Reported procedure: A solution of 3-(2-chloroethoxy)-2-phenyl-isoindolin-1-one in isopropylamine (120cc.) is heated in an autoclave at 120°C. for 24 hours. After cooling, the reaction mixture is poured into water (200 cc.) and 4N sodium hydroxide solution (16 cc.). The alkaline solution obtained is extracted with diethyl ether (250 cc.). The organic solution is washed with water (3 × 50 cc.) and is then extracted with 4N hydrochloric acid (18 cc.). The acid solution obtained is rendered alkaline by adding 4N sodium... Isolated yield 42.9%. Reaction SMILES: C([O:3][C:4](=[O:30])[CH2:5][CH2:6][CH2:7][O:8][C:9]1[CH:17]=[CH:16][CH:15]=[C:14]2[C:10]=1[C:11]([CH2:26][C:27]([NH2:29])=[O:28])=[C:12]([CH3:25])[N:13]2[CH2:18][C:19]1[CH:24]=[CH:23][CH:22]=[CH:21][CH:20]=1)C.[OH-].[Na+]>CCO.O>[NH2:29][C:27](=[O:28])[CH2:26][C:11]1[C:10]2[C:14](=[CH:15][CH:16]=[CH:17][C:9]=2[O:8][CH2:7][CH2:6][CH2:5][C:4]([OH:30])=[O:3])[N:13]([CH2:18][C:19]2[CH:20]=[CH:21][CH:22]=[CH:23][CH:24]=2)[C:12]=1[CH3:25] |f:1.2|. The product is NC(CC1=C(N(C2=CC=CC(=C12)OCCCC(=O)O)CC1=CC=CC=C1)C)=O (4-[[3-(2-amino-2-oxoethyl)-2-methyl-1-(phenylmethyl)-1H-indol-4-yl]oxy]butanoic acid). Reactants: C(C)OC(CCCOC1=C2C(=C(N(C2=CC=C1)CC1=CC=CC=C1)C)CC(=O)N)=O (4-[[3-(2-amino-2-oxoethyl)-2-methyl-1-(phenylmethyl)-1H-indol-4-yl]oxy]butanoic acid ethyl ester), [OH-].[Na+] (NaOH). The solvent is CCO (EtOH), O (water). Reported procedure: A solution of 100 mg (0.245 mmol) of 4-[[3-(2-amino-2-oxoethyl)-2-methyl-1-(phenylmethyl)-1H-indol-4-yl]oxy]butanoic acid ethyl ester and 2 mL of 1N NaOH in 5 mL of EtOH was stirred for 3.0 hours, diluted with water and extracted with EtOAc. The aqueous layer was made acidic to pH 6 with 1N HCl and extracted with EtOAc, the EtOAc dried (MgSO4), and on concentrating at reduced pressure a precipitate formed that was separated and washed with MeOH to give 40 mg (42% yield) of 4-[[3-(2-amino-2-oxoet...